describe an organic reaction: reactants, conditions, products, and yield From a dataset of the Open Reaction Database (ORD), a public repository of structured organic reaction records. The reactants are B (Borane), C(C1=CC=CC=C1)ONC1C=2C=CC(=NC2CCC1)OCC1=CC=CC=C1 (O-benzyl-N-(2-benzyloxy-5,6,7,8-tetrahydro-quinolin-5-yl)-hydroxylamine), O (Water). Run in ice water, C1CCOC1 (THF). Conditions: time 8 hour. The product is C(C1=CC=CC=C1)OC1=NC=2CCCC(C2C=C1)N (2-Benzyloxy-5,6,7,8-tetrahydro-quinolin-5-ylamine). Isolated yield 88.9%. RXN SMILES: C(O[NH:9][CH:10]1[CH2:19][CH2:18][CH2:17][C:16]2[N:15]=[C:14]([O:20][CH2:21][C:22]3[CH:27]=[CH:26][CH:25]=[CH:24][CH:23]=3)[CH:13]=[CH:12][C:11]1=2)C1C=CC=CC=1.B.O>C1COCC1>[CH2:21]([O:20][C:14]1[CH:13]=[CH:12][C:11]2[CH:10]([NH2:9])[CH2:19][CH2:18][CH2:17][C:16]=2[N:15]=1)[C:22]1[CH:23]=[CH:24][CH:25]=[CH:26][CH:27]=1. Procedure: A solution of O-benzyl-N-(2-benzyloxy-5,6,7,8-tetrahydro-quinolin-5-yl)-hydroxylamine (51.0 g, 142 mmoL) dissolved in dry THF (65 mL) was cooled in ice-water bath under nitrogen. Borane (1.0 M in THF, 427 mL) was added dropwise in 30 min via an addition funnel. The reaction was allowed to warm up to room temperature and stirred for overnight. The mixture was then heated to reflux. After 2 h, the heating was stopped and the reaction was allowed to cool to room temperature. Water (120 mL) was adde... The reactants are Cc1ncnc2c1ncn2C1OC(CO)C(O)C1O, CN1CCCC1=O, I, OC1=CC=COC1, c1ccc(P(c2ccccc2)c2ccccc2)cc1, c1c[nH]cn1. Yields the product O=P(c1ccccc1)(c1ccccc1)c1ccccc1. As a reaction SMILES: [CH3:1][c:2]1[n:3][cH:4][n:5][c:6]2[c:7]1[n:8][cH:9][n:10]2[CH:11]1[O:12][CH:14]([CH2:15][OH:16])[CH:17]([OH:18])[CH:19]1[OH:13].[CH3:52][N:53]1[CH2:54][CH2:55][CH2:56][C:57]1=[O:58].[I:44].[O:45]1[CH:46]=[CH:47][CH:48]=[C:49]([OH:50])[CH2:51]1.[c:20]1([P:26]([c:27]2[cH:28][cH:29][cH:30][cH:31][cH:32]2)[c:33]2[cH:34][cH:35][cH:36][cH:37][cH:38]2)[cH:21][cH:22][cH:23][cH:24][cH:25]1.[nH:39]1[cH:40][cH:41][n:42][cH:43]1>>[O:13]=[P:26]([c:20]1[cH:21][cH:22][cH:23][cH:24][cH:25]1)([c:27]1[cH:28][cH:29][cH:30][cH:31][cH:32]1)[c:33]1[cH:34][cH:35][cH:36][cH:37][cH:38]1.